From a dataset of the Open Reaction Database (ORD), a public repository of structured organic reaction records. describe an organic reaction: reactants, conditions, products, and yield The reactants are C1OC2=CC=3C=C(C4=CC=C(C=C4C3C=C2O1)OC)CN1[C@H](C(=O)O)CCC1 (N-(2,3-Methylenedioxy-6-methoxy-phenanthr-9-ylmethyl)-L-proline), N (NH3). Yields the product C1OC2=CC=3C=C(C4=CC=C(C=C4C3C=C2O1)OC)CN1[C@H](CO)CCC1 (N-(2,3-Methylenedioxy-6-methoxy-phenanthr-9-ylmethyl)-L-prolinol). Reaction SMILES: [CH2:1]1[O:17][C:16]2[C:3](=[CH:4][C:5]3[CH:6]=[C:7]([CH2:20][N:21]4[CH2:28][CH2:27][CH2:26][C@H:22]4[C:23](O)=[O:24])[C:8]4[C:13]([C:14]=3[CH:15]=2)=[CH:12][C:11]([O:18][CH3:19])=[CH:10][CH:9]=4)[O:2]1.N>>[CH2:1]1[O:17][C:16]2[C:3](=[CH:4][C:5]3[CH:6]=[C:7]([CH2:20][N:21]4[CH2:28][CH2:27][CH2:26][C@H:22]4[CH2:23][OH:24])[C:8]4[C:13]([C:14]=3[CH:15]=2)=[CH:12][C:11]([O:18][CH3:19])=[CH:10][CH:9]=4)[O:2]1. Procedure: General procedure f from 31 (95%); white powder; mp 138-139° C.; 1H NMR (400.13 MHz) δ 8.16 (d, J=4 Hz, 1H), 7.88 (s, 1H), 7.80 (d, J=2 Hz, 1H), 7.46 (s, 1H), 7.23 (dd, J=4 Hz, 2 Hz, 1H), 7.14 (s, 1H), 6.07 (s, 2H), 4.03 (s, 2H), 3.94 (s, 3H), 3.70 (d, J=17 Hz, 2H), 3.16 (m, 1H), 2.38 (m, 2H), 2.23 (m, 2H), 1.95 (m, 2H); MS (DCI/NH3) m/e: 366 (M+H)+. Anal. (C22H23O4N) C, H, N. The reactants are BrC1CCCCCC1, O=C([O-])[O-], CCCCCCCCc1ccc(N)cc1, CN(C)P(=O)(N(C)C)N(C)C, [K+], [K+]. Yields the product CCCCCCCCc1ccc(NC2CCCCCC2)cc1. As a reaction SMILES: [Br:16][CH:17]1[CH2:18][CH2:19][CH2:20][CH2:21][CH2:22][CH2:23]1.[C:24](=[O:25])([O-:26])[O-:27].[CH2:1]([CH2:2][CH2:3][CH2:4][CH2:5][CH2:6][CH2:7][CH3:8])[c:9]1[cH:10][cH:11][c:12]([NH2:13])[cH:14][cH:15]1.[CH3:30][N:31]([P:32]([N:33]([CH3:34])[CH3:35])([N:36]([CH3:37])[CH3:38])=[O:39])[CH3:40].[K+:28].[K+:29]>>[CH2:1]([CH2:2][CH2:3][CH2:4][CH2:5][CH2:6][CH2:7][CH3:8])[c:9]1[cH:10][cH:11][c:12]([NH:13][CH:17]2[CH2:18][CH2:19][CH2:20][CH2:21][CH2:22][CH2:23]2)[cH:14][cH:15]1.